This data is from the Open Reaction Database (ORD), a public repository of structured organic reaction records. The task is: describe an organic reaction: reactants, conditions, products, and yield The reactants are C(CCCCC)N (n-Hexylamine), CN(CCCN=C=NCC)C ((3-dimethylaminopropyl)ethylcarbodiimide), C(C)(C)(C)C1=CC=C(C=C1)C=1N(C(=NN1)SC1=CC(=C(CNC2=CC=C(C=C2)CC(=O)O)C=C1)OCCCCCCC)C ((4-{4-[5-(4-tert-butylphenyl)-4-methyl-4H-[1,2,4]-triazol-3-ylsulfanyl]-2-heptyloxybenzyl amino}phenyl)acetic acid), N1(N=NC2=C1C=CC=C2)O (benzotriazol-1-ol). The solvent is CN(C=O)C (dimethylformamide), O (water). Conditions: time 24 hour. Yields the product C(C)(C)(C)C1=CC=C(C=C1)C=1N(C(=NN1)SC1=CC(=C(CNC2=CC=C(C=C2)CC(=O)NCCCCCC)C=C1)OCCCCCCC)C (2-(4-{4-[5-(4-tert-Butylphenyl)-4-methyl-4H-[1,2,4]-triazol-3-ylsulfanyl]-2-heptyloxybenzyl amino}phenyl)-N-hexylacetamide). Reaction SMILES: [C:1]([C:5]1[CH:10]=[CH:9][C:8]([C:11]2[N:12]([CH3:43])[C:13]([S:16][C:17]3[CH:34]=[CH:33][C:20]([CH2:21][NH:22][C:23]4[CH:28]=[CH:27][C:26]([CH2:29][C:30]([OH:32])=O)=[CH:25][CH:24]=4)=[C:19]([O:35][CH2:36][CH2:37][CH2:38][CH2:39][CH2:40][CH2:41][CH3:42])[CH:18]=3)=[N:14][N:15]=2)=[CH:7][CH:6]=1)([CH3:4])([CH3:3])[CH3:2].[N:44]1(O)[C:48]2[CH:49]=[CH:50][CH:51]=[CH:52][C:47]=2N=N1.C(N)CCCCC.CN(C)CCCN=C=NCC>CN(C)C=O.O>[C:1]([C:5]1[CH:10]=[CH:9][C:8]([C:11]2[N:12]([CH3:43])[C:13]([S:16][C:17]3[CH:34]=[CH:33][C:20]([CH2:21][NH:22][C:23]4[CH:24]=[CH:25][C:26]([CH2:29][C:30]([NH:44][CH2:48][CH2:47][CH2:52][CH2:51][CH2:50][CH3:49])=[O:32])=[CH:27][CH:28]=4)=[C:19]([O:35][CH2:36][CH2:37][CH2:38][CH2:39][CH2:40][CH2:41][CH3:42])[CH:18]=3)=[N:14][N:15]=2)=[CH:7][CH:6]=1)([CH3:4])([CH3:2])[CH3:3]. Procedure: A solution of (4-{4-[5-(4-tert-butylphenyl)-4-methyl-4H-[1,2,4]-triazol-3-ylsulfanyl]-2-heptyloxybenzyl amino}phenyl)acetic acid (0.3 g, 0.5 mmol), benzotriazol-1-ol (0.074 g, 0.55 mmol) in dimethylformamide (10 ml) is stirred for 20 minutes. n-Hexylamine (0.066 ml, 0.5 mmol) and (3-dimethylaminopropyl)ethylcarbodiimide (0.105 g, 0.55 mmol) are added and then the medium is stirred for 24 hours at room temperature. The addition of water causes the formation of a precipitate which is dried before ...